describe an organic reaction: reactants, conditions, products, and yield From a dataset of the Open Reaction Database (ORD), a public repository of structured organic reaction records. The reactants are [F-].[K+] (Potassium fluoride), COC1=CC=C(C2=NC3=CC=CC=C3C(=C12)C#C[Si](C)(C)C)OC (1,4-dimethoxy-9-trimethylsilylethynylacridine). The solvent is CO (methanol). Yields the product COC1=CC=C(C2=NC3=CC=CC=C3C(=C12)C#C)OC (1,4-Dimethoxy-9-ethynylacridine). Yield: 96.7%. As a reaction SMILES: [F-].[K+].[CH3:3][O:4][C:5]1[C:18]2[C:9](=[N:10][C:11]3[C:16]([C:17]=2[C:19]#[C:20][Si](C)(C)C)=[CH:15][CH:14]=[CH:13][CH:12]=3)[C:8]([O:25][CH3:26])=[CH:7][CH:6]=1>CO>[CH3:3][O:4][C:5]1[C:18]2[C:9](=[N:10][C:11]3[C:16]([C:17]=2[C:19]#[CH:20])=[CH:15][CH:14]=[CH:13][CH:12]=3)[C:8]([O:25][CH3:26])=[CH:7][CH:6]=1 |f:0.1|. Reported procedure: Potassium fluoride (0.5 g, 9.0 mmol) was added to a solution of 1,4-dimethoxy-9-trimethylsilylethynylacridine (prepared as described in Preparation 2 above) (1 g, 3.0 mmol) in methanol (30 ml) and the mixture was stirred at reflux for 30 min. The solvent was evaporated and the residue was dissolved in CH2Cl2. The organic solution was washed with H2O, dried and evaporated to give the title compound (764 mg, 97%) as a brown solid; m.p. 155-157° C. (Et2O). IR (KBr): ν/cm−1=2100 (w, C≡C), 1625 (m, A... The reactants are C(C)N(CCN1C(C2=C(CCC1)NC(=C2C)C=O)=O)CC (5-(2-diethylamino-ethyl)-3-methyl-4-oxo-1,4,5,6,7,8-hexahydro-pyrrolo[3,2-c]azepine-2-carbaldehyde), ClC=1C=C2CC(NC2=CC1)=O (5-chloro-1,3-dihydro-indol-2-one). Yields the product ClC=1C=C2/C(/C(NC2=CC1)=O)=C/C1=C(C=2C(N(CCCC2N1)CCN(CC)CC)=O)C ((Z)-2-(5-chloro-2-oxo-1,2-dihydro-indol-3-ylidenemethyl)-5-(2-diethylamino-ethyl)-3-methyl-5,6,7,8-tetrahydro-1H-pyrrolo[3,2-c]azepin-4-one). The yield is 60.0%. RXN SMILES: [CH2:1]([N:3]([CH2:20][CH3:21])[CH2:4][CH2:5][N:6]1[CH2:12][CH2:11][CH2:10][C:9]2[NH:13][C:14]([CH:17]=O)=[C:15]([CH3:16])[C:8]=2[C:7]1=[O:19])[CH3:2].[Cl:22][C:23]1[CH:24]=[C:25]2[C:29](=[CH:30][CH:31]=1)[NH:28][C:27](=[O:32])[CH2:26]2>>[Cl:22][C:23]1[CH:24]=[C:25]2[C:29](=[CH:30][CH:31]=1)[NH:28][C:27](=[O:32])/[C:26]/2=[CH:17]\[C:14]1[NH:13][C:9]2[CH2:10][CH2:11][CH2:12][N:6]([CH2:5][CH2:4][N:3]([CH2:20][CH3:21])[CH2:1][CH3:2])[C:7](=[O:19])[C:8]=2[C:15]=1[CH3:16]. Procedure: The title compound was prepared under the same conditions as described in step 10 of Example 1 with 5-(2-diethylamino-ethyl)-3-methyl-4-oxo-1,4,5,6,7,8-hexahydro-pyrrolo[3,2-c]azepine-2-carbaldehyde 1j obtained from step 9 of Example 1 and 5-chloro-1,3-dihydro-indol-2-one as starting materials to obtain (Z)-2-(5-chloro-2-oxo-1,2-dihydro-indol-3-ylidenemethyl)-5-(2-diethylamino-ethyl)-3-methyl-5,6,7,8-tetrahydro-1H-pyrrolo[3,2-c]azepin-4-one 2 (27 mg, yield 60.0%) as a nacarat solid. The reactants are N1(CCCCC1)CC=1C=C(OCCCNC(=S)NN)C=CC1 (N-[3-[3-(1-piperidinylmethyl)phenoxy]propyl]-hydrazine carbothioamide), C(CCC)N=C=O (n-butylisocyanate). Yields the product C(CCC)NC(=O)NNC(=S)NCCCOC1=CC(=CC=C1)CN1CCCCC1 (N-Butyl-2-[[3-[3-(1-piperidinylmethyl) phenoxy]propyl]aminothioxomethyl]-hydrazine carboxamide). Reaction SMILES: [N:1]1([CH2:7][C:8]2[CH:9]=[C:10]([CH:20]=[CH:21][CH:22]=2)[O:11][CH2:12][CH2:13][CH2:14][NH:15][C:16]([NH:18][NH2:19])=[S:17])[CH2:6][CH2:5][CH2:4][CH2:3][CH2:2]1.[CH2:23]([N:27]=[C:28]=[O:29])[CH2:24][CH2:25][CH3:26]>>[CH2:23]([NH:27][C:28]([NH:19][NH:18][C:16]([NH:15][CH2:14][CH2:13][CH2:12][O:11][C:10]1[CH:20]=[CH:21][CH:22]=[C:8]([CH2:7][N:1]2[CH2:6][CH2:5][CH2:4][CH2:3][CH2:2]2)[CH:9]=1)=[S:17])=[O:29])[CH2:24][CH2:25][CH3:26]. Procedure: The compound is prepared by a method analogous to that of Example 9 from N-[3-[3-(1-piperidinylmethyl)phenoxy]propyl]-hydrazine carbothioamide and n-butylisocyanate. The analytical values are summarized in Table I.